From a dataset of the Open Reaction Database (ORD), a public repository of structured organic reaction records. describe an organic reaction: reactants, conditions, products, and yield The reactants are [OH-].[K+] (KOH), [Mn](=O)(=O)(=O)[O-].[K+] (potassium permanganate), O1CCOC2=C1C=CC(=C2)C=O (1,4-benzodioxan-6-carboxaldehyde). Run in O (water), O (water). Conditions: time 45 minute. Product: C1COC2=C(O1)C=CC(=C2)C(=O)O (2H,3H-benzo[e]1,4-dioxane-6-carboxylic acid). As a reaction SMILES: [Mn]([O-])(=O)(=O)=O.[K+].[O:7]1[C:12]2[CH:13]=[CH:14][C:15]([CH:17]=[O:18])=[CH:16][C:11]=2[O:10][CH2:9][CH2:8]1.[OH-:19].[K+]>O>[CH2:8]1[O:7][C:12]2[CH:13]=[CH:14][C:15]([C:17]([OH:19])=[O:18])=[CH:16][C:11]=2[O:10][CH2:9]1 |f:0.1,3.4|. Procedure: A solution of potassium permanganate (3.31 g) in water (100 mL) was added over 30 min to a stirred solution of 1,4-benzodioxan-6-carboxaldehyde (2.50 g) in water (40 mL) at 90° C. Stirring was continued at 90° C. for an additional 45 min and the mixture was then cooled to ambient temperature. The mixture was made basic (pH 10) with aqueous 1M KOH solution, filtered, and the filtrate was cooled in an ice-bath and acidified to pH 3 with concentrated HCl. The precipitated solid was collected by fil...